Dataset: the Open Reaction Database (ORD), a public repository of structured organic reaction records. Task: describe an organic reaction: reactants, conditions, products, and yield The yield is 83.2%. Reactants: CN(C)C=O (DMF), CS(=O)(=O)OCC1=CC(=NO1)[C@H]1N(CCC1)C(C(C1(CC(CC(C1)(C)C)(C)C)O)(F)F)=O ((S)-(3-(1-(2,2-Difluoro-2-(1-hydroxy-3,3,5,5-tetramethylcyclohexyl)acetyl)pyrrolidin-2-yl)isoxazol-5-yl)methyl methanesulfonate), COC=1C=C(C=C(C1OC)OC)O (3,4,5-trimethoxyphenol), C(=O)([O-])[O-].[K+].[K+] (K2CO3). Reaction SMILES: CN(C=O)C.CS([O:10][CH2:11][C:12]1[O:16][N:15]=[C:14]([C@@H:17]2[CH2:21][CH2:20][CH2:19][N:18]2[C:22](=[O:37])[C:23]([F:36])([F:35])[C:24]2([OH:34])[CH2:29][C:28]([CH3:31])([CH3:30])[CH2:27][C:26]([CH3:33])([CH3:32])[CH2:25]2)[CH:13]=1)(=O)=O.[CH3:38][O:39][C:40]1[CH:41]=[C:42](O)[CH:43]=[C:44]([O:48][CH3:49])[C:45]=1[O:46][CH3:47].C([O-])([O-])=O.[K+].[K+]>O>[F:35][C:23]([F:36])([C:24]1([OH:34])[CH2:29][C:28]([CH3:31])([CH3:30])[CH2:27][C:26]([CH3:33])([CH3:32])[CH2:25]1)[C:22]([N:18]1[CH2:19][CH2:20][CH2:21][C@H:17]1[C:14]1[CH:13]=[C:12]([CH2:11][O:10][C:42]2[CH:43]=[C:44]([O:48][CH3:49])[C:45]([O:46][CH3:47])=[C:40]([O:39][CH3:38])[CH:41]=2)[O:16][N:15]=1)=[O:37] |f:3.4.5|. Procedure details: To a DMF (1.0 mL) solution of the compound (20.8 mg) obtained in Example 3-(5) and 3,4,5-trimethoxyphenol (16.0 mg), K2CO3 (24.0 mg) was added and the mixture was stirred at room temperature for 30 minutes, then at 50° C. for 2 hours. The reaction mixture was added to water (20 mL) and the organic layer extracted with AcOEt (20 mL×2) was dried (MgSO4), filtered and concentrated to give a crude product, which was further purified by PTLC(NH-form) to give the titled compound (20.5 mg, colorless am... Run at time 30 minute. The product is FC(C(=O)N1[C@@H](CCC1)C1=NOC(=C1)COC1=CC(=C(C(=C1)OC)OC)OC)(C1(CC(CC(C1)(C)C)(C)C)O)F ((S)-2,2-Difluoro-2-(1-hydroxy-3,3,5,5-tetramethylcyclohexyl)-1-(2-(5-((3,4,5-trimethoxyphenoxy)methyl)isoxazol-3-yl)pyrrolidin-1-yl)ethanone). Solvent: O (water). Reaction conditions: time 2 hour. Isolated yield 73.8%. The product is C(C)(=O)N1CCN=C(C2=C1C=CC=C2)C=2C=NC1=CC=CC=C1C2 (1-acetyl-2,3-dihydro-5-(3-quinolinyl)-1H-1,4-benzodiazepine). Reactants: C(C)(=O)OCC (ethyl acetate), C(C)(=O)OC(C)=O (acetic anhydride), N1=CC=CC=C1 (pyridine), N1=CC(=CC2=CC=CC=C12)C1=NCCNC2=C1C=CC=C2 (2,3-Dihydro-5-(3-quinolinyl)-1H-1,4-benzodiazepine). Run in C(Cl)Cl (methylene chloride). As a reaction SMILES: [N:1]1[C:10]2[C:5](=[CH:6][CH:7]=[CH:8][CH:9]=2)[CH:4]=[C:3]([C:11]2[C:17]3[CH:18]=[CH:19][CH:20]=[CH:21][C:16]=3[NH:15][CH2:14][CH2:13][N:12]=2)[CH:2]=1.[C:22](OC(=O)C)(=[O:24])[CH3:23].N1C=CC=CC=1.C(OCC)(=O)C>C(Cl)Cl>[C:22]([N:15]1[C:16]2[CH:21]=[CH:20][CH:19]=[CH:18][C:17]=2[C:11]([C:3]2[CH:2]=[N:1][C:10]3[C:5]([CH:4]=2)=[CH:6][CH:7]=[CH:8][CH:9]=3)=[N:12][CH2:13][CH2:14]1)(=[O:24])[CH3:23]. Reported procedure: 2,3-Dihydro-5-(3-quinolinyl)-1H-1,4-benzodiazepine (0.20 g, 0.73 mmol) was dissolved in 10 mL of methylene chloride, and acetic anhydride (0.1 mL, 1.1 mmol), pyridine (0.18 mL, 2.2 mmol) were added to the resulting solution, followed by stirring at room temperature for 2 hours. Then the resulting solution was distilled off under redused pressure for 14 hours. The resulting reaction solution was cooled to room temperature and added with ethyl acetate. Then the solution was washed with 0.5N citric... The reactants are [OH-].[Na+] (sodium hydroxide), CC=1C=CC=C([N+]1[O-])C1=NC(=CC=C1)C (6,6'-Dimethyl-2,2'-bipyridine-N-oxide), ice water, [N+](=O)(O)[O-] (nitric acid). The solvent is S(O)(O)(=O)=O (sulfuric acid). Yields the product CC=1C=C(C=C([N+]1[O-])C1=NC(=CC=C1)C)[N+](=O)[O-] (6,6'-Dimethyl-4-nitro-2,2'-bipyridine-N-oxide). As a reaction SMILES: [CH3:1][C:2]1[CH:3]=[CH:4][CH:5]=[C:6]([C:9]2[CH:14]=[CH:13][CH:12]=[C:11]([CH3:15])[N:10]=2)[N+:7]=1[O-:8].[N+:16]([O-])([OH:18])=[O:17].[OH-].[Na+]>S(=O)(=O)(O)O>[CH3:1][C:2]1[CH:3]=[C:4]([N+:16]([O-:18])=[O:17])[CH:5]=[C:6]([C:9]2[CH:14]=[CH:13][CH:12]=[C:11]([CH3:15])[N:10]=2)[N+:7]=1[O-:8] |f:2.3|. Reported procedure: 6,6'-Dimethyl-2,2'-bipyridine-N-oxide (1.50 g, 0.00749 moles) was dissolved in concentrated sulfuric acid (8.0 ml) and fuming nitric acid (6.0 ml) and the mixture was heated at 100° C. for four hours. The solution was poured slowly into ice-water and the pH was adjusted to 5.5 with 10% sodium hydroxide. The product was filtered and dried.